From a dataset of the Open Reaction Database (ORD), a public repository of structured organic reaction records. describe an organic reaction: reactants, conditions, products, and yield The reactants are C(C)OCC (ethyl ether), N([C@@H](CC1=CC=C(C=C1)O)C(=O)O)C(=O)OCC1=CC=CC=C1 (Z-Tyr-OH), ON1C(CCC1=O)=O (N-hydroxysuccinimide), C1(CCCCC1)N=C=NC1CCCCC1 (dicyclohexylcarbodiimide). The solvent is petroleum ether, O1CCCC1 (tetrahydrofuran). Conditions: temperature 4 celsius, time 18 hour. Yields the product N([C@@H](CC1=CC=C(C=C1)O)C(=O)ON1C(=O)CCC1=O)C(=O)OCC1=CC=CC=C1 (Z-Tyr-OSu). As a reaction SMILES: [NH:1]([C:14]([O:16][CH2:17][C:18]1[CH:23]=[CH:22][CH:21]=[CH:20][CH:19]=1)=[O:15])[C@H:2]([C:11]([OH:13])=[O:12])[CH2:3][C:4]1[CH:9]=[CH:8][C:7]([OH:10])=[CH:6][CH:5]=1.O[N:25]1[C:29](=[O:30])[CH2:28][CH2:27][C:26]1=[O:31].C1(N=C=NC2CCCCC2)CCCCC1.C(OCC)C>O1CCCC1>[NH:1]([C:14]([O:16][CH2:17][C:18]1[CH:23]=[CH:22][CH:21]=[CH:20][CH:19]=1)=[O:15])[C@H:2]([C:11]([O:13][N:25]1[C:29](=[O:30])[CH2:28][CH2:27][C:26]1=[O:31])=[O:12])[CH2:3][C:4]1[CH:5]=[CH:6][C:7]([OH:10])=[CH:8][CH:9]=1. Reported procedure: 1.04 Grams of Z-Tyr-OH was dissolved in 30 ml of tetrahydrofuran, to this solution 0.38 g of N-hydroxysuccinimide was added, then the reaction mixture was ice-cooled, 0.68 g of dicyclohexylcarbodiimide was added under ice-cooled condition, and the whole mixture was stirred at 4° C. for 18 hours. The precipitate formed was removed by suction filtration, the filtrate was subjected to distillation under a reduced pressure, to the residue obtained was added ethyl ether and petroleum ether and was de... The reactants are CCCCCCCCC=CCCCCCCCC(=O)OCC(COP(=O)(O)OCC(CO)O)OC(=O)CCCCCCCC=CCCCCCCCC (DOPG), CCCCCCCC/C=C\CCCCCCCC(=O)OC[C@H](COP(=O)([O-])OCC[N+](C)(C)C)OC(=O)CCCCCCC/C=C\CCCCCCCC (DOPC). Run in C(Cl)(Cl)Cl (chloroform). Product: CCCCCCCCC=CCCCCCCCC(=O)OCC(COP(=O)(O)OCC(CO)O)OC(=O)CCCCCCCC=CCCCCCCCC.CCCCCCCC/C=C\CCCCCCCC(=O)OC[C@H](COP(=O)([O-])OCC[N+](C)(C)C)OC(=O)CCCCCCC/C=C\CCCCCCCC (DOPG DOPC). RXN SMILES: [CH3:1][CH2:2][CH2:3][CH2:4][CH2:5][CH2:6][CH2:7][CH2:8][CH:9]=[CH:10][CH2:11][CH2:12][CH2:13][CH2:14][CH2:15][CH2:16][CH2:17][C:18]([O:20][CH2:21][CH:22]([O:34][C:35]([CH2:37][CH2:38][CH2:39][CH2:40][CH2:41][CH2:42][CH2:43][CH:44]=[CH:45][CH2:46][CH2:47][CH2:48][CH2:49][CH2:50][CH2:51][CH2:52][CH3:53])=[O:36])[CH2:23][O:24][P:25]([O:28][CH2:29][CH:30]([OH:33])[CH2:31][OH:32])([OH:27])=[O:26])=[O:19].[CH3:54][CH2:55][CH2:56][CH2:57][CH2:58][CH2:59][CH2:60][CH2:61]/[CH:62]=[CH:63]\[CH2:64][CH2:65][CH2:66][CH2:67][CH2:68][CH2:69][CH2:70][C:71]([O:73][CH2:74][C@@H:75]([O:88][C:89]([CH2:91][CH2:92][CH2:93][CH2:94][CH2:95][CH2:96][CH2:97]/[CH:98]=[CH:99]\[CH2:100][CH2:101][CH2:102][CH2:103][CH2:104][CH2:105][CH2:106][CH3:107])=[O:90])[CH2:76][O:77][P:78]([O:81][CH2:82][CH2:83][N+:84]([CH3:87])([CH3:86])[CH3:85])([O-:80])=[O:79])=[O:72]>C(Cl)(Cl)Cl>[CH3:1][CH2:2][CH2:3][CH2:4][CH2:5][CH2:6][CH2:7][CH2:8][CH:9]=[CH:10][CH2:11][CH2:12][CH2:13][CH2:14][CH2:15][CH2:16][CH2:17][C:18]([O:20][CH2:21][CH:22]([O:34][C:35]([CH2:37][CH2:38][CH2:39][CH2:40][CH2:41][CH2:42][CH2:43][CH:44]=[CH:45][CH2:46][CH2:47][CH2:48][CH2:49][CH2:50][CH2:51][CH2:52][CH3:53])=[O:36])[CH2:23][O:24][P:25]([O:28][CH2:29][CH:30]([OH:33])[CH2:31][OH:32])([OH:27])=[O:26])=[O:19].[CH3:54][CH2:55][CH2:56][CH2:57][CH2:58][CH2:59][CH2:60][CH2:61]/[CH:62]=[CH:63]\[CH2:64][CH2:65][CH2:66][CH2:67][CH2:68][CH2:69][CH2:70][C:71]([O:73][CH2:74][C@@H:75]([O:88][C:89]([CH2:91][CH2:92][CH2:93][CH2:94][CH2:95][CH2:96][CH2:97]/[CH:98]=[CH:99]\[CH2:100][CH2:101][CH2:102][CH2:103][CH2:104][CH2:105][CH2:106][CH3:107])=[O:90])[CH2:76][O:77][P:78]([O:81][CH2:82][CH2:83][N+:84]([CH3:87])([CH3:85])[CH3:86])([O-:80])=[O:79])=[O:72] |f:3.4|. Reported procedure: DOPG/DOPC SUV's were prepared by dissolving 40 mg DOPG and 60 mg DOPC in chloroform and drying off the solvent under a stream of nitrogen gas. This dried film was placed under vacuum overnight to remove traces of solvent. The film was then suspended in 2 ml water with vigorous shaking and sonicated in a bath type sonicator for 30 minutes until clear, producing DOPG/DOPC SUV's at a concentration of 50 mg/ml. Starting materials: CCO, [Na+], [OH-], COC(=O)C(C)c1ccc2c(c1)CC(NS(=O)(=O)c1ccc(C)cc1)C2. Yields the product Cc1ccc(S(=O)(=O)NC2Cc3ccc(C(C)C(=O)O)cc3C2)cc1. Reaction SMILES: [CH3:29][CH2:30][OH:31].[Na+:2].[OH-:1].[c:3]1([CH3:28])[cH:4][cH:5][c:6]([S:9](=[O:10])(=[O:11])[NH:12][CH:13]2[CH2:14][c:15]3[cH:16][cH:17][c:18]([CH:22]([C:23](=[O:24])[O:25][CH3:26])[CH3:27])[cH:19][c:20]3[CH2:21]2)[cH:7][cH:8]1>>[c:3]1([CH3:28])[cH:4][cH:5][c:6]([S:9](=[O:10])(=[O:11])[NH:12][CH:13]2[CH2:14][c:15]3[cH:16][cH:17][c:18]([CH:22]([C:23](=[O:24])[OH:25])[CH3:27])[cH:19][c:20]3[CH2:21]2)[cH:7][cH:8]1.